This data is from the Open Reaction Database (ORD), a public repository of structured organic reaction records. The task is: describe an organic reaction: reactants, conditions, products, and yield Starting materials: C1(CC1)N1C=C(C(C2=CC(=C(C(=C12)OC)F)F)=O)C(=O)O (1-cyclopropyl-1,4-dihydro-4-oxo-6,7-difluoro-8-methoxy-3-quinoline carboxylic acid), C(=O)(OC(C)(C)C)NCCN (N-BOC-ethylenediamine), FC(C(=O)O)(F)F (Trifluoracetic acid). Run in CO (MeOH), CN(C(C)=O)C (N,N-dimethylacetamide). Run at temperature 120 celsius, time 24 hour. Yields the product NCCNC1=C(C=C2C(C(=CN(C2=C1OC)C1CC1)C(=O)O)=O)F (7-[(2-aminoethyl)amino]-1-cyclopropyl-1,4-dihydro-4-oxo-6-fluoro-8-methoxy-3-quinoline carboxylic acid). Yield: 58848.5%. As a reaction SMILES: [CH:1]1([N:4]2[C:13]3[C:8](=[CH:9][C:10]([F:17])=[C:11](F)[C:12]=3[O:14][CH3:15])[C:7](=[O:18])[C:6]([C:19]([OH:21])=[O:20])=[CH:5]2)[CH2:3][CH2:2]1.C([NH:29][CH2:30][CH2:31][NH2:32])(OC(C)(C)C)=O.FC(F)(F)C(O)=O>CN(C)C(=O)C.CO>[NH2:29][CH2:30][CH2:31][NH:32][C:11]1[C:12]([O:14][CH3:15])=[C:13]2[C:8]([C:7](=[O:18])[C:6]([C:19]([OH:21])=[O:20])=[CH:5][N:4]2[CH:1]2[CH2:3][CH2:2]2)=[CH:9][C:10]=1[F:17]. Procedure details: To a solution of 1-cyclopropyl-1,4-dihydro-4-oxo-6,7-difluoro-8-methoxy-3-quinoline carboxylic acid (1.0 g) in N,N-dimethylacetamide (10 ml), N-BOC-ethylenediamine (0.82 mg) was added. The mixture was heated at 120° C. for 12 h. Trifluoracetic acid (20 ml) was added and the reaction mixture was stirred at r.t. for 24 h. The solvent was evaporated under reduced pressure. The crude product was dissolved in water (5 ml) and pH adjusted with 20% NaOH to 7. The precipitate obtained was dispersed in M...